This data is from the Open Reaction Database (ORD), a public repository of structured organic reaction records. The task is: describe an organic reaction: reactants, conditions, products, and yield Run in CCO (EtOH). The product is [Cl-].COC=1C=C2C(=C([NH+]=CC2=CC1)C)C1=CC=CC=C1 (6-methoxy-3-methyl-4-phenylisoquinolinium chloride). Reaction conditions: time 20 hour. Starting materials: ClC1=NC(=C(C2=CC(=CC=C12)OC)C1=CC=CC=C1)C (1-chloro-6-methoxy-3-methyl-4-phenylisoquinoline), [OH-].[K+] (KOH). RXN SMILES: [Cl:1][C:2]1[C:11]2[C:6](=[CH:7][C:8]([O:12][CH3:13])=[CH:9][CH:10]=2)[C:5]([C:14]2[CH:19]=[CH:18][CH:17]=[CH:16][CH:15]=2)=[C:4]([CH3:20])[N:3]=1.[OH-].[K+]>CCO.[Pd]>[Cl-:1].[CH3:13][O:12][C:8]1[CH:7]=[C:6]2[C:11](=[CH:10][CH:9]=1)[CH:2]=[NH+:3][C:4]([CH3:20])=[C:5]2[C:14]1[CH:19]=[CH:18][CH:17]=[CH:16][CH:15]=1 |f:1.2,5.6|. The reagents and catalysts are [Pd] (Pd—C). Reported procedure: 1-chloro-6-methoxy-3-methyl-4-phenylisoquinoline (0.55 g) in 25 mL EtOH was treated with 120 mg KOH and 30 mg Pd—C (10%). The reaction was shaken under an H2 atmosphere (50 psi) for 20 h. The reaction was filtered through celite and concentrated to dryness, then dissolved in isopropanol and treated with excess HCl. Crystallization from isopropanol/diethyl ether gave the titled compound. The reactants are Cl.NC1=CC2=C(NC(=NS2(=O)=O)C=2C([C@@](C3=CC=CC=C3C2O)(CCC(C)C)C)=O)C=C1 ((1R)-3-(7-amino-1,1-dioxido-4H-1,2,4-benzothiadiazin-3-yl)-4-hydroxy-1-methyl-1-(3-methylbutyl)naphthalen-2(1 H)-one hydrochloride), N1=CC=CC=C1 (pyridine), N1=C(NC2=C1C=CC=C2)S(=O)(=O)Cl (2-benzimidazole sulfonyl chloride). Solvent: CC(=O)C (acetone). Product: OC1=C(C([C@@](C2=CC=CC=C12)(CCC(C)C)C)=O)C1=NS(C2=C(N1)C=CC(=C2)NS(=O)(=O)C2=NC1=C(N2)C=CC=C1)(=O)=O (N-{3-[(4R)-1-hydroxy-4-methyl-4-(3-methylbutyl)-3-oxo-3,4-dihydronaphthalen-2-yl]-1,1-dioxido-4H-1,2,4-benzothiadiazin-7-yl}-1H-benzimidazole-2-sulfonamide). The yield is 45.0%. As a reaction SMILES: Cl.[NH2:2][C:3]1[CH:32]=[CH:31][C:6]2[NH:7][C:8]([C:13]3[C:14](=[O:30])[C@:15]([CH3:29])([CH2:24][CH2:25][CH:26]([CH3:28])[CH3:27])[C:16]4[C:21]([C:22]=3[OH:23])=[CH:20][CH:19]=[CH:18][CH:17]=4)=[N:9][S:10](=[O:12])(=[O:11])[C:5]=2[CH:4]=1.N1C=CC=CC=1.[N:39]1[C:43]2[CH:44]=[CH:45][CH:46]=[CH:47][C:42]=2[NH:41][C:40]=1[S:48](Cl)(=[O:50])=[O:49]>CC(C)=O>[OH:23][C:22]1[C:21]2[C:16](=[CH:17][CH:18]=[CH:19][CH:20]=2)[C@@:15]([CH3:29])([CH2:24][CH2:25][CH:26]([CH3:28])[CH3:27])[C:14](=[O:30])[C:13]=1[C:8]1[NH:7][C:6]2[CH:31]=[CH:32][C:3]([NH:2][S:48]([C:40]3[NH:39][C:43]4[CH:44]=[CH:45][CH:46]=[CH:47][C:42]=4[N:41]=3)(=[O:49])=[O:50])=[CH:4][C:5]=2[S:10](=[O:12])(=[O:11])[N:9]=1 |f:0.1|. Procedure: A mixture of Example 39H (47.6 mg, 0.10 mmol), pyridine (64 mg, 0.80 mmol), and 2-benzimidazole sulfonyl chloride (87 mg, 0.40 mmol, prepared according to the procedure reported by S. M. Deshpande et al, J. Med. Chem. 1970,13, 143-144) in acetone (2 mL) was stirred at rt for 16 h. The reaction mixture was evaporated in vacuo and partitioned between ethyl acetate and water. The organic phase was separated, dried (MgSO4), filtered, and evaporated in vacuo. The residue was purified by chromatograph...